From a dataset of the Open Reaction Database (ORD), a public repository of structured organic reaction records. describe an organic reaction: reactants, conditions, products, and yield Reactants: O=C(Cl)C(Br)c1ccccc1F, C=C(C)CNC(C)(C)c1cccc(Cl)c1, ClCCl, O, c1ccncc1. The product is C=C(C)CN(C(=O)C(Br)c1ccccc1F)C(C)(C)c1cccc(Cl)c1. Reaction SMILES: [Br:7][CH:8]([C:9](=[O:10])[Cl:11])[c:12]1[c:13]([F:18])[cH:14][cH:15][cH:16][cH:17]1.[CH3:19][C:20]([CH3:21])([c:22]1[cH:23][c:24]([Cl:28])[cH:25][cH:26][cH:27]1)[NH:29][CH2:30][C:31](=[CH2:32])[CH3:33].[Cl:35][CH2:36][Cl:37].[OH2:34].[cH:1]1[cH:2][cH:3][n:4][cH:5][cH:6]1>>[Br:7][CH:8]([C:9](=[O:10])[N:29]([C:20]([CH3:19])([CH3:21])[c:22]1[cH:23][c:24]([Cl:28])[cH:25][cH:26][cH:27]1)[CH2:30][C:31](=[CH2:32])[CH3:33])[c:12]1[c:13]([F:18])[cH:14][cH:15][cH:16][cH:17]1. Reactants: S(O)(O)(=O)=O (sulfuric acid), [N+](=O)(O)[O-] (nitric acid), ice water, C(C)(=O)N1CCC2=CC=CC(=C12)C#N (N-acetyl-7-cyano-indoline). The solvent is C(C)(=O)O (acetic acid). The product is C(C)(=O)N1CCC2=CC(=CC(=C12)C#N)[N+](=O)[O-] (N-Acetyl-7-cyano-5-nitroindoline). Yield: 66.7%. As a reaction SMILES: S(=O)(=O)(O)O.[N+:6]([O-:9])(O)=[O:7].[C:10]([N:13]1[C:21]2[C:16](=[CH:17][CH:18]=[CH:19][C:20]=2[C:22]#[N:23])[CH2:15][CH2:14]1)(=[O:12])[CH3:11]>C(O)(=O)C>[C:10]([N:13]1[C:21]2[C:16](=[CH:17][C:18]([N+:6]([O-:9])=[O:7])=[CH:19][C:20]=2[C:22]#[N:23])[CH2:15][CH2:14]1)(=[O:12])[CH3:11]. Procedure: To a mixed solution of acetic acid (3.8 ml), concentrated sulfuric acid (4.7 ml) and funing nitric acid (0.8 ml), under cooling with stirring, were added only small portions of N-acetyl-7-cyano-indoline (2.42 g). After stirred at the temperature as such for 7.5 hours, the reaction mixture was poured into ice-water (50 ml). The deposited crystal was collected by filtration, washed with water and acetone, and then dried to give the intended compound 2.6 g (66.7%) as white powder. M.P.: 245°-255° C... Starting materials: CC(C)O, O=C(O)CCCNC(=O)c1ccc(Cl)cc1O, [Na+], [OH-]. Yields the product [Na+], O=C([O-])CCCNC(=O)c1ccccc1O. RXN SMILES: [CH:20]([OH:21])([CH3:22])[CH3:23].[Cl:1][c:2]1[cH:3][c:4]([OH:17])[c:5]([C:6](=[O:7])[NH:8][CH2:9][CH2:10][CH2:11][C:12](=[O:13])[OH:14])[cH:15][cH:16]1.[Na+:19].[OH-:18]>>[Na+:19].[cH:2]1[cH:3][c:4]([OH:17])[c:5]([C:6](=[O:7])[NH:8][CH2:9][CH2:10][CH2:11][C:12](=[O:13])[O-:14])[cH:15][cH:16]1. The reactants are CC(C)(C)[O-], COc1cccc(-c2nc(N3CCOCC3)nc(Cl)c2CCCl)c1, Nc1ccncc1, [Na+], O=C(C=Cc1ccccc1)C=Cc1ccccc1, O=C(C=Cc1ccccc1)C=Cc1ccccc1, O=C(C=Cc1ccccc1)C=Cc1ccccc1, [Pd], [Pd]. Product: COc1cccc(-c2nc(N3CCOCC3)nc3c2CCN3c2ccncc2)c1. Reaction SMILES: [CH3:25][C:26]([CH3:27])([O-:28])[CH3:29].[Cl:1][c:2]1[n:3][c:4]([N:19]2[CH2:20][CH2:21][O:22][CH2:23][CH2:24]2)[n:5][c:6](-[c:11]2[cH:12][c:13]([O:17][CH3:18])[cH:14][cH:15][cH:16]2)[c:7]1[CH2:8][CH2:9][Cl:10].[NH2:31][c:32]1[cH:33][cH:34][n:35][cH:36][cH:37]1.[Na+:30].[O:40]=[C:41]([CH:42]=[CH:43][c:44]1[cH:45][cH:46][cH:47][cH:48][cH:49]1)[CH:50]=[CH:51][c:52]1[cH:53][cH:54][cH:55][cH:56][cH:57]1.[O:58]=[C:59]([CH:60]=[CH:61][c:62]1[cH:63][cH:64][cH:65][cH:66][cH:67]1)[CH:68]=[CH:69][c:70]1[cH:71][cH:72][cH:73][cH:74][cH:75]1.[O:76]=[C:77]([CH:78]=[CH:79][c:80]1[cH:81][cH:82][cH:83][cH:84][cH:85]1)[CH:86]=[CH:87][c:88]1[cH:89][cH:90][cH:91][cH:92][cH:93]1.[Pd:38].[Pd:39]>>[c:2]12[n:3][c:4]([N:19]3[CH2:20][CH2:21][O:22][CH2:23][CH2:24]3)[n:5][c:6](-[c:11]3[cH:12][c:13]([O:17][CH3:18])[cH:14][cH:15][cH:16]3)[c:7]1[CH2:8][CH2:9][N:31]2[c:32]1[cH:33][cH:34][n:35][cH:36][cH:37]1. The reactants are Cc1cc(Nc2nc(Cl)ncc2Br)n[nH]1, CCCCO, NCCc1ccco1. Yields the product Cc1cc(Nc2nc(NCCc3ccco3)ncc2Br)n[nH]1. Reaction SMILES: [Br:1][c:2]1[c:3]([NH:9][c:10]2[n:11][nH:12][c:13]([CH3:15])[cH:14]2)[n:4][c:5]([Cl:8])[n:6][cH:7]1.[CH2:24]([OH:25])[CH2:26][CH2:27][CH3:28].[NH2:16][CH2:17][CH2:18][c:19]1[o:20][cH:21][cH:22][cH:23]1>>[Br:1][c:2]1[c:3]([NH:9][c:10]2[n:11][nH:12][c:13]([CH3:15])[cH:14]2)[n:4][c:5]([NH:16][CH2:17][CH2:18][c:19]2[o:20][cH:21][cH:22][cH:23]2)[n:6][cH:7]1. Yields the product CC1(CC2C3=CCC4C5(CCC(C(C5CCC4(C3(CC(C2(C(C1O)O)CO)O)C)C)(C)CO)O)C)C (protoescigenin), C[C@]12CC[C@@H]([C@]([C@@H]1CC[C@@]3([C@@H]2CC=C4[C@]3(C[C@@H]5[C@@]6([C@H]4CC([C@@H]([C@@H]6O)O5)(C)C)CO)C)C)(C)CO)O (escigenin). Reaction SMILES: C/C=C(/C([O:7][C@@H:8]1[C:69]([CH3:71])([CH3:70])[CH2:68][CH:67]2[C@@:10]([CH2:74][OH:75])([C@H:11]([OH:73])[CH2:12][C@@:13]3([CH3:72])[C@:18]4([CH3:66])[CH2:19][CH2:20][CH:21]5[C@:26]([CH2:28][OH:29])([CH3:27])[CH:25]([O:30][C@@H]6O[C@H](C(O)=O)[C@@H](O[C@@H]7O[C@H](CO)[C@@H](O)[C@H](O)[C@H]7O)[C@H](O)[C@H]6O[C@@H]6O[C@H](CO)[C@@H](O)[C@H](O)[C@H]6O)[CH2:24][CH2:23][C@:22]5([CH3:65])[CH:17]4[CH2:16][CH:15]=[C:14]32)[C@H:9]1[O:76]C(C)=O)=O)\C.C/C=C(\C(O[C@@H:87]1[C:148](C)([CH3:149])[CH2:147][CH:146]2[C@@:89](CO)([C@H:90]([OH:152])[CH2:91][C@@:92]3([CH3:151])[C@:97]4([CH3:145])[CH2:98][CH2:99][CH:100]5[C@:105]([CH2:107][OH:108])([CH3:106])[CH:104]([O:109][C@@H]6O[C@H](C(O)=O)[C@@H](O[C@@H]7O[C@H](CO)[C@@H](O)[C@H](O)[C@H]7O)[C@H](O)[C@H]6O[C@@H]6O[C@H](CO)[C@@H](O)[C@H](O)[C@H]6O)[CH2:103][CH2:102][C@:101]5([CH3:144])[CH:96]4[CH2:95][CH:94]=[C:93]32)[C@H:88]1[O:155]C(C)=O)=O)/C.Cl.[CH2:160]([OH:162])[CH3:161]>>[CH3:70][C:69]1([CH3:71])[CH:8]([OH:7])[CH:9]([OH:76])[C:10]2([CH2:74][OH:75])[CH:67]([C:14]3[C:13]([CH3:72])([CH2:12][CH:11]2[OH:73])[C:18]2([CH3:66])[CH:17]([C:22]4([CH3:65])[CH:21]([CH2:20][CH2:19]2)[C:26]([CH2:28][OH:29])([CH3:27])[CH:25]([OH:30])[CH2:24][CH2:23]4)[CH2:16][CH:15]=3)[CH2:68]1.[CH3:144][C@@:101]12[C@H:96]3[CH2:95][CH:94]=[C:93]4[C@@H:146]5[CH2:147][C:148]([CH3:149])([CH3:87])[C@@H:161]6[O:152][C@@H:90]([C@@:89]5([CH2:88][OH:155])[C@H:160]6[OH:162])[CH2:91][C@@:92]4([CH3:151])[C@:97]3([CH3:145])[CH2:98][CH2:99][C@H:100]1[C@:105]([CH2:107][OH:108])([CH3:106])[C@@H:104]([OH:109])[CH2:103][CH2:102]2 |f:0.1|. The reactants are C/C=C(\C)/C(=O)O[C@H]1[C@@H]([C@@]2([C@@H](C[C@@]3(C(=CCC4[C@]3(CCC5[C@@]4(CCC([C@]5(C)CO)O[C@H]6[C@@H]([C@H]([C@@H]([C@H](O6)C(=O)O)O[C@H]7[C@@H]([C@H]([C@@H]([C@H](O7)CO)O)O)O)O)O[C@H]8[C@@H]([C@H]([C@@H]([C@H](O8)CO)O)O)O)C)C)C2CC1(C)C)C)O)CO)OC(=O)C.C/C=C(/C)\C(=O)O[C@H]1[C@@H]([C@@]2([C@@H](C[C@@]3(C(=CCC4[C@]3(CCC5[C@@]4(CCC([C@]5(C)CO)O[C@H]6[C@@H]([C@H]([C@@H]([C@H](O6)C(=O)O)O[C@H]7[C@@H]([C@H]([C@@H]([C@H](O7)CO)O)O)O)O)O[C@H]8[C@@H]([C@H]([C@@H]([C@H](O8)CO)O)O)O)C)C)C2CC1(C)C)C)O)CO)OC(=O)C (escin), Cl (hydrochloric acid), C(C)O (ethanol). Procedure details: In Justus Liebigs Annalen der Chemie 1963, 669, 183-188 Kuhn R. and Loew I. described the hydrolysis of escin in the solution of 4 N hydrochloric acid in ethanol, the separation of the intermediate, and its subsequent hydrolysis under basic conditions with potassium hydroxide in methanol. The hydrolysis products were separated by chromatography on silica gel, yielding protoescigenin and escigenin.